This data is from the Open Reaction Database (ORD), a public repository of structured organic reaction records. The task is: describe an organic reaction: reactants, conditions, products, and yield Reactants: COc1ccc(C#N)cc1Br, O=[N+]([O-])O. Product: COc1c(Br)cc(C#N)cc1[N+](=O)[O-]. As a reaction SMILES: [Br:1][c:2]1[cH:3][c:4]([C:5]#[N:6])[cH:7][cH:8][c:9]1[O:10][CH3:11].[OH:12][N+:13]([O-:14])=[O:15]>>[Br:1][c:2]1[cH:3][c:4]([C:5]#[N:6])[cH:7][c:8]([N+:13](=[O:12])[O-:14])[c:9]1[O:10][CH3:11]. The reactants are ClC1=CC=C(C=C1)NC=1C(=CC=CC1)N (N-(4-Chlorophenyl)benzene-1,2-diamine), C(C(=O)OCC)(=O)OCC (diethyl oxalate). Run in C(C)O (ethanol). Yields the product ClC1=CC=C(C=C1)N1C(C(=NC2=CC=CC=C12)O)=O (1-(4-Chlorophenyl)-1,2-dihydro-3-hydroxyquinoxalin-2-one). As a reaction SMILES: [Cl:1][C:2]1[CH:7]=[CH:6][C:5]([NH:8][C:9]2[C:10]([NH2:15])=[CH:11][CH:12]=[CH:13][CH:14]=2)=[CH:4][CH:3]=1.[C:16](OCC)(=[O:22])[C:17](OCC)=[O:18]>C(O)C>[Cl:1][C:2]1[CH:7]=[CH:6][C:5]([N:8]2[C:9]3[C:10](=[CH:11][CH:12]=[CH:13][CH:14]=3)[N:15]=[C:16]([OH:22])[C:17]2=[O:18])=[CH:4][CH:3]=1. Procedure details: N-(4-Chlorophenyl)benzene-1,2-diamine (11.2 g) was added to diethyl oxalate (50 ml) and the mixture heated under reflux for 2 hours. The mixture was cooled and ethanol (40 ml) was added. The precipitated solid was filtered off and recrystallised from ethanol giving the title compound (11.2 g) mp>300° C.